This data is from the Open Reaction Database (ORD), a public repository of structured organic reaction records. The task is: describe an organic reaction: reactants, conditions, products, and yield Procedure details: In a manner similar to that in Example 1, m-xylylene dichloride was converted into m-diacetoxymethylbenzene at 97° to 101° C. in 3 hours by use of a reactant mixture comprising 100 parts of m-xylylene dichloride (97.6% purity), 100 parts of anhydrous sodium acetate, 125 parts of monochlorobenzene, and 2 parts of triethylamine. To the reaction mixture was added 250 parts of warm water to dissolve the by-product sodium chloride. The mixture was left standing at 80° C. to allow it to settle in two ... Reactants: C1(=CC(=CC=C1)CCl)CCl (m-xylylene dichloride), C(C)(=O)[O-].[Na+] (sodium acetate), amine, C1(=CC(=CC=C1)CCl)CCl (m-xylylene dichloride), C(C)(=O)OC(C=1C=CC=CC1)OC(C)=O (m-diacetoxymethylbenzene), [Cl-].[Na+] (sodium chloride). Isolated yield 98.7%. RXN SMILES: C1(CCl)C=CC=C(CCl)C=1.C(O[CH:15]([O:22]C(=O)C)[C:16]1[CH:17]=[CH:18][CH:19]=[CH:20][CH:21]=1)(=O)C.[C:26]([O-])(=[O:28])C.[Na+].[Cl-].[Na+]>ClC1C=CC=CC=1.O.C(N(CC)CC)C>[C:16]1([CH2:15][OH:22])[CH:21]=[CH:20][CH:19]=[C:18]([CH2:26][OH:28])[CH:17]=1 |f:2.3,4.5|. Run at time 2 hour. The product is 76.0, C1(=CC(=CC=C1)CO)CO (m-xylylene glycol). The solvent is C(C)N(CC)CC (triethylamine), ClC1=CC=CC=C1 (monochlorobenzene), ClC1=CC=CC=C1 (monochlorobenzene), O (water). The reactants are N(=O)[O-].[Na+] (sodium nitrite), C(C(C)C)(=O)CC(=O)OCC (ethyl isobutyrylacetate). Run in O (water), O (water), C(C)(=O)O (acetic acid). Reaction conditions: time 30 minute. Yields the product N(O)=C(C(=O)OCC)C(C(C)C)=O (ethyl 2-oximino-4-methyl-3-oxopentanoate). The yield is 94.4%. As a reaction SMILES: [N:1]([O-:3])=O.[Na+].[C:5]([CH2:10][C:11]([O:13][CH2:14][CH3:15])=[O:12])(=[O:9])[CH:6]([CH3:8])[CH3:7]>O.C(O)(=O)C>[N:1](=[C:10]([C:5](=[O:9])[CH:6]([CH3:8])[CH3:7])[C:11]([O:13][CH2:14][CH3:15])=[O:12])[OH:3] |f:0.1|. Procedure details: A solution of sodium nitrite (43.8 g.) in water (92 ml.) was added dropwise, with stirring, to a solution of ethyl isobutyrylacetate (100.3 g.) in acetic acid (80 ml.) at 0°. After stirring at 0° for 30 minutes then at room temperature for 3 hours, water (100 ml.) was added and the mixture extracted with ether. The extracts were washed with water, saturated sodium bicarbonate solution and water. After drying (CaSO4), the solution was evaporated to give ethyl 2-oximino-4-methyl-3-oxopentanoate (1... The product is ClC1=CC(=C(C=C1C(F)(F)F)C=1C=CC(=NC1)C(=O)NCCC(=O)O)CNC1=CC(=C(C=C1)C1=CC=C(C=C1)Cl)Cl (3-(5-(4-chloro-2-(((2,4′-dichloro-[1,1′-biphenyl]-4-yl)amino)methyl)-5-(trifluoromethyl)phenyl)picolinamido)propanoic acid). The reactants are ClC=1C(=C(C=C(C1)C(F)(F)F)C=1C=CC(=NC1)C(=O)NCCC(=O)O)CNC1=CC(=C(C=C1)C1=CC=C(C=C1)Cl)Cl (3-(5-(3-chloro-2-(((2,4′-dichloro-[1,1′-biphenyl]-4-yl)amino)methyl)-5-(trifluoromethyl)phenyl)picolinamido)propanoic acid), ClC1=CC(=C(C=C1)C1=CC=C(C=C1)N)C (4′-chloro-2′-methyl-[1,1′-biphenyl]-4-amine). Reported procedure: The title compound was prepared as described in Example 77 substituting 2,4′-dichloro-[1,1′-biphenyl]-4-amine (see Example 74) for 4′-chloro-2′-methyl-[1,1′-biphenyl]-4-amine. Reaction SMILES: Cl[C:2]1[C:3]([CH2:26][NH:27][C:28]2[CH:33]=[CH:32][C:31]([C:34]3[CH:39]=[CH:38][C:37]([Cl:40])=[CH:36][CH:35]=3)=[C:30]([Cl:41])[CH:29]=2)=[C:4]([C:12]2[CH:13]=[CH:14][C:15]([C:18]([NH:20][CH2:21][CH2:22][C:23]([OH:25])=[O:24])=[O:19])=[N:16][CH:17]=2)[CH:5]=[C:6]([C:8]([F:11])([F:10])[F:9])[CH:7]=1.[Cl:42]C1C=CC(C2C=CC(N)=CC=2)=C(C)C=1>>[Cl:42][C:7]1[C:6]([C:8]([F:9])([F:11])[F:10])=[CH:5][C:4]([C:12]2[CH:13]=[CH:14][C:15]([C:18]([NH:20][CH2:21][CH2:22][C:23]([OH:25])=[O:24])=[O:19])=[N:16][CH:17]=2)=[C:3]([CH2:26][NH:27][C:28]2[CH:33]=[CH:32][C:31]([C:34]3[CH:39]=[CH:38][C:37]([Cl:40])=[CH:36][CH:35]=3)=[C:30]([Cl:41])[CH:29]=2)[CH:2]=1. Reactants: C(C)(C)(C)OC(=O)N[C@H](C(CCl)=O)CCCC ((S)-3-tert-butoxycarbonylamino-l-chloro-2-heptanone), C(C1=CC=CO1)S (furfuryl mercaptan), C(O)([O-])=O.[Na+] (sodium hydrogencarbonate). Solvent: O1CCCC1 (tetrahydrofuran), solution, [OH-].[Na+] (sodium hydroxide). Conditions: time 17 hour. Yields the product C(C)(C)(C)OC(=O)N[C@H](C(CSCC1=CC=CO1)=O)CCCC ((S)-3-tert-butoxycarbonylamino-1-furfurylthio-2-heptanone). As a reaction SMILES: [C:1]([O:5][C:6]([NH:8][C@@H:9]([CH2:14][CH2:15][CH2:16][CH3:17])[C:10](=[O:13])[CH2:11]Cl)=[O:7])([CH3:4])([CH3:3])[CH3:2].[CH2:18]([SH:24])[C:19]1[O:23][CH:22]=[CH:21][CH:20]=1.C(=O)([O-])O.[Na+]>O1CCCC1.[OH-].[Na+]>[C:1]([O:5][C:6]([NH:8][C@@H:9]([CH2:14][CH2:15][CH2:16][CH3:17])[C:10](=[O:13])[CH2:11][S:24][CH2:18][C:19]1[O:23][CH:22]=[CH:21][CH:20]=1)=[O:7])([CH3:4])([CH3:3])[CH3:2] |f:2.3,5.6|. Procedure details: 6.54 g of (S)-3-tert-butoxycarbonylamino-l-chloro-2-heptanone and 3.11 g of furfuryl mercaptan were dissolved in 200 ml of tetrahydrofuran, to which 13 ml solution of 2N sodium hydroxide was added. The reaction solution was stirred at a room temperature for 17 hours and a sodium hydrogencarbonate solution was then added thereto. The solution was extracted with ethyl acetate. The extracted solution was washed with a saturated sodium chloride solution and dried over magnesium sulfate, which was th...